This data is from the Open Reaction Database (ORD), a public repository of structured organic reaction records. The task is: describe an organic reaction: reactants, conditions, products, and yield Starting materials: Clc1cccc(Cl)c1-c1noc(C2CC2)c1CBr, COC(=O)c1ccc(N2CCC(O)CC2)cc1-c1ccccc1, CN(C)C=O, [H-], [Na+]. Product: COC(=O)c1ccc(N2CCC(OCc3c(-c4c(Cl)cccc4Cl)noc3C3CC3)CC2)cc1-c1ccccc1. RXN SMILES: [Br:24][CH2:25][c:26]1[c:27](-[c:34]2[c:35]([Cl:41])[cH:36][cH:37][cH:38][c:39]2[Cl:40])[n:28][o:29][c:30]1[CH:31]1[CH2:32][CH2:33]1.[CH3:1][O:2][C:3](=[O:4])[c:5]1[c:6](-[c:18]2[cH:19][cH:20][cH:21][cH:22][cH:23]2)[cH:7][c:8]([N:11]2[CH2:12][CH2:13][CH:14]([OH:17])[CH2:15][CH2:16]2)[cH:9][cH:10]1.[CH3:44][N:45]([CH3:46])[CH:47]=[O:48].[H-:42].[Na+:43]>>[CH3:1][O:2][C:3](=[O:4])[c:5]1[c:6](-[c:18]2[cH:19][cH:20][cH:21][cH:22][cH:23]2)[cH:7][c:8]([N:11]2[CH2:12][CH2:13][CH:14]([O:17][CH2:25][c:26]3[c:27](-[c:34]4[c:35]([Cl:41])[cH:36][cH:37][cH:38][c:39]4[Cl:40])[n:28][o:29][c:30]3[CH:31]3[CH2:32][CH2:33]3)[CH2:15][CH2:16]2)[cH:9][cH:10]1. Reactants: C(C)C1(C(N(CC1)C1=NC(=NC=C1)NC1=CC=C(C=C1)N1CCOCC1)=O)C#N (3-ethyl-1-(2-((4-(morpholin-4-yl)phenyl)amino)pyrimidin-4-yl)-2-oxopyrrolidine-3-carbonitrile), C(=O)=O.CO.C(C)#N (carbon dioxide methanol acetonitrile). Yields the product C(C)[C@@]1(C(N(CC1)C1=NC(=NC=C1)NC1=CC=C(C=C1)N1CCOCC1)=O)C#N ((3S)-3-ethyl-1-(2-((4-(morpholin-4-yl)phenyl)amino)pyrimidin-4-yl)-2-oxopyrrolidine-3-carbonitrile). Yield: 23.5%. As a reaction SMILES: [CH2:1]([C:3]1([C:28]#[N:29])[CH2:7][CH2:6][N:5]([C:8]2[CH:13]=[CH:12][N:11]=[C:10]([NH:14][C:15]3[CH:20]=[CH:19][C:18]([N:21]4[CH2:26][CH2:25][O:24][CH2:23][CH2:22]4)=[CH:17][CH:16]=3)[N:9]=2)[C:4]1=[O:27])[CH3:2].C(=O)=O.CO.C(#N)C>>[CH2:1]([C@@:3]1([C:28]#[N:29])[CH2:7][CH2:6][N:5]([C:8]2[CH:13]=[CH:12][N:11]=[C:10]([NH:14][C:15]3[CH:16]=[CH:17][C:18]([N:21]4[CH2:26][CH2:25][O:24][CH2:23][CH2:22]4)=[CH:19][CH:20]=3)[N:9]=2)[C:4]1=[O:27])[CH3:2] |f:1.2.3|. Procedure details: 3-Ethyl-1-(2-((4-(morpholin-4-yl)phenyl)amino)pyrimidin-4-yl)-2-oxopyrrolidine-3-carbonitrile (200 mg) obtained in Example 2 was resolved by SFC (column: CHIRALCEL OJH, 20 mmID×250 mmL, manufactured by Daicel Chemical Industries, mobile phase: carbon dioxide/methanol/acetonitrile=660/170/170), and the compound having a shorter retention time was recrystallized (hexane/ethyl acetate) to give the title compound (47 mg). Reactants: NCC=1C(=NC(=C(C1)F)NC1=NNC(=C1)C1CC1)N[C@@H](C)C1=CC=C(C=C1)F ((S)-3-(Aminomethyl)-N6-(5-cyclopropyl-1H-pyrazol-3-yl)-5-fluoro-N2-(1-(4-fluorophenyl)ethyl)pyridine-2,6-diamine), CS(=O)(=O)O (methanesulfonic acid), CCN(C(C)C)C(C)C (DIEA). Reagents/catalysts: CN(C)C=1C=CN=CC1 (DMAP). The solvent is C1CCOC1 (THF). Conditions: temperature 60 celsius, time 8 hour. Yields the product C1(CC1)C1=CC(=NN1)NC1=C(C=C(C(=N1)N[C@@H](C)C1=CC=C(C=C1)F)CNS(=O)(=O)C)F ((S)—N-((6-(5-Cyclopropyl-1H-pyrazol-3-ylamino)-5-fluoro-2-(1-(4-fluorophenyl)ethylamino)pyridin-3-yl)methyl)methanesulfonamide). Isolated yield 53.0%. Reaction SMILES: [NH2:1][CH2:2][C:3]1[C:4]([NH:19][C@H:20]([C:22]2[CH:27]=[CH:26][C:25]([F:28])=[CH:24][CH:23]=2)[CH3:21])=[N:5][C:6]([NH:10][C:11]2[CH:15]=[C:14]([CH:16]3[CH2:18][CH2:17]3)[NH:13][N:12]=2)=[C:7]([F:9])[CH:8]=1.[CH3:29][S:30](O)(=[O:32])=[O:31].CCN(C(C)C)C(C)C>CN(C1C=CN=CC=1)C.C1COCC1>[CH:16]1([C:14]2[NH:13][N:12]=[C:11]([NH:10][C:6]3[N:5]=[C:4]([NH:19][C@H:20]([C:22]4[CH:23]=[CH:24][C:25]([F:28])=[CH:26][CH:27]=4)[CH3:21])[C:3]([CH2:2][NH:1][S:30]([CH3:29])(=[O:32])=[O:31])=[CH:8][C:7]=3[F:9])[CH:15]=2)[CH2:18][CH2:17]1. Reported procedure: A round bottom flask was charged with (5)-3-(aminomethyl)-N6-(5-cyclopropyl-1H-pyrazol-3-yl)-5-fluoro-N2-(1-(4-fluorophenyl)ethyl)pyridine-2,6-diamine (Example 3; 0.025 g, 0.065 mmol), methanesulfonic acid loaded TFP resin (0.9 mmol/g loading, 0.065 mmol), DIEA (0.017 g, 0.13 mmol), DMAP (0.09 g, 0.072 mmol), and THF (5 ml). The resulting solution was shaken vigorously at 60° C. for 8 hrs. The reaction was filtered and the resulting resin was washed with a THF-DCM solution (1:1, 3×5 ml for 30 mi...